This data is from the Open Reaction Database (ORD), a public repository of structured organic reaction records. The task is: describe an organic reaction: reactants, conditions, products, and yield Starting materials: Cl (hydrochloric acid), C(C)C1=CC=CC=C1 (ethylbenzene), [Cl-].[Al+3].[Cl-].[Cl-] (aluminum chloride), C1(CCC(=O)O1)=O (succinic anhydride). Reaction conditions: time 3 hour. Product: O=C(CCC(=O)O)C1=CC=C(C=C1)CC (4-OXO-4-(4-ETHYLPHENYL)BUTYRIC ACID). As a reaction SMILES: [CH2:1]([C:3]1[CH:8]=[CH:7][CH:6]=[CH:5][CH:4]=1)[CH3:2].[Cl-].[Al+3].[Cl-].[Cl-].[C:13]1(=[O:19])[O:18][C:16](=[O:17])[CH2:15][CH2:14]1.Cl>>[O:19]=[C:13]([C:6]1[CH:7]=[CH:8][C:3]([CH2:1][CH3:2])=[CH:4][CH:5]=1)[CH2:14][CH2:15][C:16]([OH:18])=[O:17] |f:1.2.3.4|. Procedure details: 5 cm3 of ethylbenzene and 2.6 g of aluminum chloride are mixed with magnetic stirring in a 50-cm3 flask. The solution is cooled in an ice bath and 1 g of succinic anhydride is then added. The reaction mixture is stirred for 1 h 30 min at a temperature of 0° C. and then for 3 h at room temperature. It is poured into ice. The resulting mixture is acidified by adding 1N hydrochloric acid (pH 3-4). It is extracted with 3 volumes of ether. The organic phases are washed 3 times with 10% potassium carb...